From a dataset of the Open Reaction Database (ORD), a public repository of structured organic reaction records. describe an organic reaction: reactants, conditions, products, and yield Reactants: [N+](=O)([O-])C=1C=NN(C1)CCC(=O)N1CCCCC1 (3-(4-nitro-1H-pyrazol-1-yl)-1-(piperidin-1-yl)propan-1-one). The reagents and catalysts are [Pd] (palladium on carbon). Run in CO (methanol). Reaction conditions: time 8 hour. Product: NC=1C=NN(C1)CCC(=O)N1CCCCC1 (3-(4-amino-1H-pyrazol-1-yl)-1-(piperidin-1-yl)propan-1-one). RXN SMILES: [N+:1]([C:4]1[CH:5]=[N:6][N:7]([CH2:9][CH2:10][C:11]([N:13]2[CH2:18][CH2:17][CH2:16][CH2:15][CH2:14]2)=[O:12])[CH:8]=1)([O-])=O>CO.[Pd]>[NH2:1][C:4]1[CH:5]=[N:6][N:7]([CH2:9][CH2:10][C:11]([N:13]2[CH2:18][CH2:17][CH2:16][CH2:15][CH2:14]2)=[O:12])[CH:8]=1. Procedure details: 3-(4-nitro-1H-pyrazol-1-yl)-1-(piperidin-1-yl)propan-1-one (4.4 mmol) was dissolved in 5 mL methanol and palladium on carbon added under an inert atmosphere. The reaction mixture was stirred overnight at rt under hydrogen atmosphere. The resulting mixture was filtered through Celite and the filtrate concentrated in vacuo to give 3-(4-amino-1H-pyrazol-1-yl)-1-(piperidin-1-yl)propan-1-one in a quantitative yield. Starting materials: NC=1C=C(OC2=CC3=C(N=C(S3)NC(C)=O)C=C2)C=CC1 (N-[6-(3-aminophenoxy)-1,3-benzothiazol-2-yl]acetamide), C(C(=O)Cl)(=O)Cl (oxalyl chloride), C(#N)C=1C=C(C(=O)O)C=CC1 (3-cyanobenzoic acid), O1CCCC1 (tetrahydrofuran). Run in CN(C=O)C (N,N-dimethylformamide), CN(C=O)C (N,N-dimethylformamide). Yields the product C(C)(=O)NC=1SC2=C(N1)C=CC(=C2)OC=2C=C(C=CC2)NC(C2=CC(=CC=C2)C#N)=O (N-(3-{[2-(acetylamino)-1,3-benzothiazol-6-yl]oxy}phenyl)-3-cyanobenzamide). The yield is 55.5%. RXN SMILES: [NH2:1][C:2]1[CH:3]=[C:4]([CH:19]=[CH:20][CH:21]=1)[O:5][C:6]1[CH:18]=[CH:17][C:9]2[N:10]=[C:11]([NH:13][C:14](=[O:16])[CH3:15])[S:12][C:8]=2[CH:7]=1.[C:22]([C:24]1[CH:25]=[C:26]([CH:30]=[CH:31][CH:32]=1)[C:27](O)=[O:28])#[N:23].O1CCCC1.C(Cl)(=O)C(Cl)=O>CN(C)C=O>[C:14]([NH:13][C:11]1[S:12][C:8]2[CH:7]=[C:6]([O:5][C:4]3[CH:3]=[C:2]([NH:1][C:27](=[O:28])[C:26]4[CH:30]=[CH:31][CH:32]=[C:24]([C:22]#[N:23])[CH:25]=4)[CH:21]=[CH:20][CH:19]=3)[CH:18]=[CH:17][C:9]=2[N:10]=1)(=[O:16])[CH3:15]. Procedure details: Using N-[6-(3-aminophenoxy)-1,3-benzothiazol-2-yl]acetamide (160 mg, 0.534 mmol) produced in Example A40(x), 3-cyanobenzoic acid (157 mg, 1.07 mmol), tetrahydrofuran (4 mL), N,N-dimethylformamide (10 μL), oxalyl chloride (170 mg, 1.34 mmol) and N,N-dimethylformamide (4 mL), and in the same manner as in Example A40(xi), the title compound (127 mg, 55%) was obtained as a colorless solid. Starting materials: CCc1nc(-c2cnc(N(C)C)cc2C)c(CC)nc1NC1c2ccccc2CC1O, CCOC1Cc2ccccc2C1Nc1nc(CC)c(-c2ccc(Cl)cc2Cl)nc1CC. The product is CCOC1Cc2ccccc2C1Nc1nc(CC)c(-c2cnc(N(C)C)cc2C)nc1CC. Reaction SMILES: [CH3:32][N:33]([c:34]1[cH:35][c:36]([CH3:61])[c:37](-[c:40]2[n:41][c:42]([CH2:59][CH3:60])[c:43]([NH:48][CH:49]3[c:50]4[c:51]([cH:52][cH:53][cH:54][cH:55]4)[CH2:56][CH:57]3[OH:58])[n:44][c:45]2[CH2:46][CH3:47])[cH:38][n:39]1)[CH3:62].[Cl:1][c:2]1[cH:3][c:4]([Cl:5])[cH:6][cH:7][c:8]1-[c:9]1[n:10][c:11]([CH2:12][CH3:13])[c:14]([NH:15][CH:18]2[CH:19]([O:27][CH2:28][CH3:29])[CH2:20][c:21]3[cH:22][cH:23][cH:24][cH:25][c:26]32)[n:16][c:17]1[CH2:30][CH3:31]>>[CH:18]1([NH:48][c:43]2[c:42]([CH2:59][CH3:60])[n:41][c:40](-[c:37]3[c:36]([CH3:61])[cH:35][c:34]([N:33]([CH3:32])[CH3:62])[n:39][cH:38]3)[c:45]([CH2:46][CH3:47])[n:44]2)[CH:19]([O:27][CH2:28][CH3:29])[CH2:20][c:21]2[cH:22][cH:23][cH:24][cH:25][c:26]21.